Dataset: the Open Reaction Database (ORD), a public repository of structured organic reaction records. Task: describe an organic reaction: reactants, conditions, products, and yield The reactants are C(C1=CC(O)=C(O)C(O)=C1)(=O)O (gallic acid), C1(=CC=CC=C1)O (phenol), P(=O)(Cl)(Cl)Cl (phosphorous oxychloride). Run in CCOCC (ether). Yields the product C(C1=CC(O)=C(O)C(O)=C1)(=O)OC1=CC=CC=C1 (phenyl gallate). RXN SMILES: [C:1]([OH:12])(=[O:11])[C:2]1[CH:10]=[C:8]([OH:9])[C:6]([OH:7])=[C:4]([OH:5])[CH:3]=1.[C:13]1(O)[CH:18]=[CH:17][CH:16]=[CH:15][CH:14]=1.P(Cl)(Cl)(Cl)=O>CCOCC>[C:1]([O:12][C:13]1[CH:18]=[CH:17][CH:16]=[CH:15][CH:14]=1)(=[O:11])[C:2]1[CH:10]=[C:8]([OH:9])[C:6]([OH:7])=[C:4]([OH:5])[CH:3]=1. Procedure details: A reaction mixture was prepared containing 15 g. of anhydrous gallic acid, 8 g. of phenol, 4 ml. of phosphorous oxychloride and 200 ml. of anhydrous ether in a round-bottom flask. The mixture was heated to refluxing temperature for about 18 hours. The ether solvent was removed by evaporation. Water was added to the resulting residue and the pH of the aqueous layer adjusted to about 5 by the addition of dilute aqueous sodium hydroxide. Phenyl gallate, being insoluble at pH=5, separated and was ex... The reactants are Br, CCc1ccc(CO)cc1. Reaction SMILES: [BrH:11].[CH2:1]([CH3:2])[c:3]1[cH:4][cH:5][c:6]([CH2:7][OH:8])[cH:9][cH:10]1>>[CH2:1]([CH3:2])[c:3]1[cH:4][cH:5][c:6]([CH2:7][Br:11])[cH:9][cH:10]1. Yields the product CCc1ccc(CBr)cc1. Reactants: CCCCn1cc(C(OC)OC)nc1-c1ccccc1, [Li]CCCC, CCOC(C)=O, [Cl-], [NH4+], CN(C)C=O. Yields the product CCCCn1c(-c2ccccc2)nc(C(OC)OC)c1C=O. Reaction SMILES: [CH2:1]([CH2:2][CH2:3][CH3:4])[n:5]1[c:6](-[c:15]2[cH:16][cH:17][cH:18][cH:19][cH:20]2)[n:7][c:8]([CH:10]([O:11][CH3:12])[O:13][CH3:14])[cH:9]1.[CH3:21][CH2:22][CH2:23][CH2:24][Li:25].[CH3:33][CH2:34][O:35][C:36](=[O:37])[CH3:38].[Cl-:31].[NH4+:32].[O:26]=[CH:27][N:28]([CH3:29])[CH3:30]>>[CH2:1]([CH2:2][CH2:3][CH3:4])[n:5]1[c:6](-[c:15]2[cH:16][cH:17][cH:18][cH:19][cH:20]2)[n:7][c:8]([CH:10]([O:11][CH3:12])[O:13][CH3:14])[c:9]1[CH:27]=[O:26]. The reactants are [BH4-], CCOC(=O)C1=C(C)NC(C=O)=C(C(=O)OCC)C1c1ccccc1OC, CCO, Cl, [Na+]. Yields the product CCOC(=O)C1=C(C)NC(CO)=C(C(=O)OCC)C1c1ccccc1OC. Reaction SMILES: [BH4-:28].[CH3:1][C:2]1=[C:7]([C:8](=[O:9])[O:10][CH2:11][CH3:12])[CH:6]([c:13]2[c:14]([O:19][CH3:20])[cH:15][cH:16][cH:17][cH:18]2)[C:5]([C:21](=[O:22])[O:23][CH2:24][CH3:25])=[C:4]([CH:26]=[O:27])[NH:3]1.[CH3:31][CH2:32][OH:33].[ClH:30].[Na+:29]>>[CH3:1][C:2]1=[C:7]([C:8](=[O:9])[O:10][CH2:11][CH3:12])[CH:6]([c:13]2[c:14]([O:19][CH3:20])[cH:15][cH:16][cH:17][cH:18]2)[C:5]([C:21](=[O:22])[O:23][CH2:24][CH3:25])=[C:4]([CH2:26][OH:27])[NH:3]1. Starting materials: OCc1cc(F)ccc1Br, [Li]CCCC, CC1CCCN(C)C1(C)C, CN(C)C=O, [Cl-], [NH4+], C1CCOC1. Product: O=Cc1cc(Br)c(CO)cc1F. As a reaction SMILES: [Br:16][c:17]1[c:18]([CH2:24][OH:25])[cH:19][c:20]([F:23])[cH:21][cH:22]1.[CH2:11]([Li:12])[CH2:13][CH2:14][CH3:15].[CH3:1][CH:2]1[CH2:3][CH2:4][CH2:5][N:6]([CH3:7])[C:8]1([CH3:9])[CH3:10].[CH3:26][N:27]([CH:28]=[O:29])[CH3:30].[Cl-:31].[NH4+:32].[O:33]1[CH2:34][CH2:35][CH2:36][CH2:37]1>>[Br:16][c:17]1[c:18]([CH2:24][OH:25])[cH:19][c:20]([F:23])[c:21]([CH:28]=[O:29])[cH:22]1. Yields the product FC=1C=C(C=CC1F)C1=C(NC(N1C(=O)NCCCN1CCN(CC1)C1=C(C=CC=C1)OC)=O)C(=O)OC (5-(3,4-Difluorophenyl)-2,3-dihydro-4-methoxycarbonyl-1-(3-(4-(2-methoxyphenyl)piperazin-1-yl)prop-1-yl)aminocarbonyl-2(1H)-imidazolone). Solvent: O1CCOCC1 (dioxane). Starting materials: FC=1C=C(C=CC1F)C1=C(NC(N1C(=O)NCCCBr)=O)C(=O)OC (5-(3,4-difluorophenyl)-2,3-dihydro-4-methoxycarbonyl-1-(3-bromoprop-1-yl)aminocarbonyl-2(1H)-imidazolone), COC1=C(C=CC=C1)N1CCNCC1 (4-(2-methoxyphenyl)piperazine), C([O-])([O-])=O.[K+].[K+] (potassium carbonate), [I-].[Na+] (sodium iodide). Reported procedure: A mixture of 5-(3,4-difluorophenyl)-2,3-dihydro-4-methoxycarbonyl-1-(3-bromoprop-1-yl)aminocarbonyl-2(1H)-imidazolone (386 mg, 0.92 mmol), 4-(2-methoxyphenyl)piperazine (353 mg, 1.84 mmol), potassium carbonate (382 mg, 2.76 mmol) and sodium iodide (138 mg, 0.92 mmol) in dioxane (15 mL) was heated at reflux for 24 hours and then concentrated. The residue was partitioned between EtOAc and water. The organic layer was dried over Na2SO4, filtered and concentrated to give the crude product which was ... Yield: 2.0%. Reaction SMILES: [F:1][C:2]1[CH:3]=[C:4]([C:9]2[N:13]([C:14]([NH:16][CH2:17][CH2:18][CH2:19]Br)=[O:15])[C:12](=[O:21])[NH:11][C:10]=2[C:22]([O:24][CH3:25])=[O:23])[CH:5]=[CH:6][C:7]=1[F:8].[CH3:26][O:27][C:28]1[CH:33]=[CH:32][CH:31]=[CH:30][C:29]=1[N:34]1[CH2:39][CH2:38][NH:37][CH2:36][CH2:35]1.C(=O)([O-])[O-].[K+].[K+].[I-].[Na+]>O1CCOCC1>[F:1][C:2]1[CH:3]=[C:4]([C:9]2[N:13]([C:14]([NH:16][CH2:17][CH2:18][CH2:19][N:37]3[CH2:36][CH2:35][N:34]([C:29]4[CH:30]=[CH:31][CH:32]=[CH:33][C:28]=4[O:27][CH3:26])[CH2:39][CH2:38]3)=[O:15])[C:12](=[O:21])[NH:11][C:10]=2[C:22]([O:24][CH3:25])=[O:23])[CH:5]=[CH:6][C:7]=1[F:8] |f:2.3.4,5.6|. Reactants: C(C)(C)(C)C1=NN(C(=C1)NC(=O)NC1CCC(CC1)OC=1C=CC=2N(C1)C(=NN2)N2[C@H](CCC[C@H]2C)C)C=2C=NN(C2)CCO (1-[3-tert-Butyl-1′-(2-hydroxy-ethyl)-1′H-[1,4′]bipyrazolyl-5-yl]-3-{4-[3-((2S,6R)-2,6-dimethyl-piperidin-1-yl)-[1,2,4]triazolo[4,3-a]pyridin-6-yloxy]-cyclohexyl}-urea), CS(=O)(=O)Cl (methanesulfonyl chloride), CCN(C(C)C)C(C)C (DIPEA). Run in C(Cl)Cl (DCM). Reaction conditions: time 1 hour. Product: C(C)(C)(C)C1=NN(C(=C1)NC(=O)NC1CCC(CC1)OC=1C=CC=2N(C1)C(=NN2)N2[C@H](CCC[C@H]2C)C)C=2C=NN(C2)CCOS(=O)(=O)C (Methanesulfonic acid 2-[3-tert-butyl-5-(3-{4-[3-((2S,6R)-2,6-dimethyl-piperidin-1-yl)-[1,2,4]triazolo[4,3-a]pyridin-6-yloxy]-cyclohexyl}-ureido)-[1,4′]bipyrazolyl-1′-yl]-ethyl ester). The yield is 97.2%. As a reaction SMILES: [C:1]([C:5]1[CH:9]=[C:8]([NH:10][C:11]([NH:13][CH:14]2[CH2:19][CH2:18][CH:17]([O:20][C:21]3[CH:22]=[CH:23][C:24]4[N:25]([C:27]([N:30]5[C@H:35]([CH3:36])[CH2:34][CH2:33][CH2:32][C@@H:31]5[CH3:37])=[N:28][N:29]=4)[CH:26]=3)[CH2:16][CH2:15]2)=[O:12])[N:7]([C:38]2[CH:39]=[N:40][N:41]([CH2:43][CH2:44][OH:45])[CH:42]=2)[N:6]=1)([CH3:4])([CH3:3])[CH3:2].[CH3:46][S:47](Cl)(=[O:49])=[O:48].CCN(C(C)C)C(C)C>C(Cl)Cl>[C:1]([C:5]1[CH:9]=[C:8]([NH:10][C:11]([NH:13][CH:14]2[CH2:19][CH2:18][CH:17]([O:20][C:21]3[CH:22]=[CH:23][C:24]4[N:25]([C:27]([N:30]5[C@H:31]([CH3:37])[CH2:32][CH2:33][CH2:34][C@@H:35]5[CH3:36])=[N:28][N:29]=4)[CH:26]=3)[CH2:16][CH2:15]2)=[O:12])[N:7]([C:38]2[CH:39]=[N:40][N:41]([CH2:43][CH2:44][O:45][S:47]([CH3:46])(=[O:49])=[O:48])[CH:42]=2)[N:6]=1)([CH3:3])([CH3:4])[CH3:2]. Procedure: A mixture of Intermediate 17b (0.75 g, 1.21 mmol), methanesulfonyl chloride (140 μL, 1.81 mmol) and DIPEA (0.63 mL, 3.62 mmol) in DCM (15 mL) was stirred at RT for 1 h. The reaction mixture was partitioned between DCM and water. The organic layer was washed with brine, separated through a phase separating cartridge and concentrated in vacuo to afford the title compound (0.82 g, 97%). LCMS (Method 3): Rt 3.59 min, m/z 697 [MH+].